Dataset: the Open Reaction Database (ORD), a public repository of structured organic reaction records. Task: describe an organic reaction: reactants, conditions, products, and yield Reactants: NC1=C(CN)C=CC=C1 (2-aminobenzylamine), C(C)(C)(C)OC(=O)C1=C(C=CC=C1)C1=CC=C(C=C1)CN1C(=C(C2=CC(=CC=C12)C(=O)O)C)C (1-((2′-(tert-butoxycarbonyl)biphenyl-4-yl)methyl)-2,3-dimethyl-1H-indole-5-carboxylic acid). The product is NC1=C(CNC(=O)C=2C=C3C(=C(N(C3=CC2)CC2=CC=C(C=C2)C=2C(=CC=CC2)C(=O)O)C)C)C=CC=C1 (4′-((5-(2-aminobenzylcarbamoyl)-2,3-dimethyl-1H-indol-1-yl)methyl)biphenyl-2-carboxylic acid). Reaction SMILES: [NH2:1][C:2]1[CH:9]=[CH:8][CH:7]=[CH:6][C:3]=1[CH2:4][NH2:5].C([O:14][C:15]([C:17]1[CH:22]=[CH:21][CH:20]=[CH:19][C:18]=1[C:23]1[CH:28]=[CH:27][C:26]([CH2:29][N:30]2[C:38]3[C:33](=[CH:34][C:35]([C:39](O)=[O:40])=[CH:36][CH:37]=3)[C:32]([CH3:42])=[C:31]2[CH3:43])=[CH:25][CH:24]=1)=[O:16])(C)(C)C>>[NH2:1][C:2]1[CH:9]=[CH:8][CH:7]=[CH:6][C:3]=1[CH2:4][NH:5][C:39]([C:35]1[CH:34]=[C:33]2[C:38](=[CH:37][CH:36]=1)[N:30]([CH2:29][C:26]1[CH:25]=[CH:24][C:23]([C:18]3[C:17]([C:15]([OH:16])=[O:14])=[CH:22][CH:21]=[CH:20][CH:19]=3)=[CH:28][CH:27]=1)[C:31]([CH3:43])=[C:32]2[CH3:42])=[O:40]. Procedure: The title compound was prepared following the same general protocol as described in Steps 8-9, Example 1, using 2-aminobenzylamine and 1-((2′-(tert-butoxycarbonyl)biphenyl-4-yl)methyl)-2,3-dimethyl-1H-indole-5-carboxylic acid.